Dataset: the Open Reaction Database (ORD), a public repository of structured organic reaction records. Task: describe an organic reaction: reactants, conditions, products, and yield Starting materials: C(=O)(C(F)(F)F)O (TFA), C1CCCCC1 (cyclohexane), ClC1=CC(=C(N=N1)C(=O)N)NC1=NC(=C(C=C1)C)C (6-Chloro-4-(5,6-dimethylpyridin-2-ylamino)pyridazine-3-carboxamide), N[C@H]1[C@H](COCC1)NC(OC(C)(C)C)=O (tert-butyl (3R,4R)-4-aminotetrahydro-2H-pyran-3-ylcarbamate). Solvent: CN1C(CCC1)=O (N-methyl-2-pyrrolidinone), ClCCl (dichloromethane). Conditions: time 3 hour. Product: N[C@H]1COCC[C@H]1NC1=CC(=C(N=N1)C(=O)N)NC1=NC(=C(C=C1)C)C (6-((3R,4R)-3-aminotetrahydro-2H-pyran-4-ylamino)-4-(5,6-dimethylpyridin-2-ylamino)pyridazine-3-carboxamide). Isolated yield 5.8%. RXN SMILES: Cl[C:2]1[N:7]=[N:6][C:5]([C:8]([NH2:10])=[O:9])=[C:4]([NH:11][C:12]2[CH:17]=[CH:16][C:15]([CH3:18])=[C:14]([CH3:19])[N:13]=2)[CH:3]=1.[NH2:20][C@@H:21]1[CH2:26][CH2:25][O:24][CH2:23][C@@H:22]1[NH:27]C(=O)OC(C)(C)C.C(O)(C(F)(F)F)=O.C1CCCCC1>CN1CCCC1=O.ClCCl>[NH2:27][C@@H:22]1[C@H:21]([NH:20][C:2]2[N:7]=[N:6][C:5]([C:8]([NH2:10])=[O:9])=[C:4]([NH:11][C:12]3[CH:17]=[CH:16][C:15]([CH3:18])=[C:14]([CH3:19])[N:13]=3)[CH:3]=2)[CH2:26][CH2:25][O:24][CH2:23]1. Procedure: 6-Chloro-4-(5,6-dimethylpyridin-2-ylamino)pyridazine-3-carboxamide (120 mg, 432 mmol) and tert-butyl (3R,4R)-4-aminotetrahydro-2H-pyran-3-ylcarbamate (187 mg, 864 μmol) in N-methyl-2-pyrrolidinone (6 mL) was heated at 150° C. for 1.5 d. After solvent evaporation, the residue was dissolved in dichloromethane (2 mL) and TFA (370 mg, 250 μL, 3.24 mmol). The mixture was stirred at room temperature for 3 h, then the solvent was evaporated and the residue was purified by chromatography (spherical sili... Reactants: C(C1=CC=CC=C1)SCC(CO)(CCC)CSCC1=CC=CC=C1 (2,2-Di-(benzylthiomethyl)pentan-1-ol), N (ammonia), [Cl-].[NH4+] (ammonium chloride), [Na] (Sodium). The solvent is C(C)OCC (diethyl ether), CO (methanol). Product: OCC(CS)(CS)CCC (2-Hydroxymethyl-2-n-propylpropan-1,3-dithiol). RXN SMILES: C([S:8][CH2:9][C:10]([CH2:16][S:17]CC1C=CC=CC=1)([CH2:13][CH2:14][CH3:15])[CH2:11][OH:12])C1C=CC=CC=1.N.[Na].[Cl-].[NH4+]>C(OCC)C.CO>[OH:12][CH2:11][C:10]([CH2:13][CH2:14][CH3:15])([CH2:16][SH:17])[CH2:9][SH:8] |f:3.4,^1:25|. Procedure details: 2,2-Di-(benzylthiomethyl)pentan-1-ol (8.0 g.) in dry diethyl ether (150 ml) was added to liquid ammonia (500 ml) which was stirred under nitrogen at -70°. Sodium (8.0 g.) was added in small pieces and the mixture was stirred at -70° for 3 hours. The mixture was allowed to warm to 20° and solid ammonium chloride (20 g.) was added. This was followed by careful addition of methanol (100 ml) to destroy excess sodium. Water (200 ml) was added and the aqueous mixture was extracted with diethyl ether. ... Reactants: BrC=1C=C(C=CC1F)C(C)O (1-(3-bromo-4-fluorophenyl)ethanol), C1(=CC=CC=C1)P(C1=CC=CC=C1)C1=CC=CC=C1 (triphenyl phosphine), BrBr (bromine). Run in CN(C=O)C (dimethylformamide). Run at time 15 minute. Product: BrC1=C(C=CC(=C1)C(C)Br)F (2-bromo-4-(1-bromoethyl)-1-fluorobenzene). As a reaction SMILES: [Br:1][C:2]1[CH:3]=[C:4]([CH:9](O)[CH3:10])[CH:5]=[CH:6][C:7]=1[F:8].C1(P(C2C=CC=CC=2)C2C=CC=CC=2)C=CC=CC=1.[Br:31]Br>CN(C)C=O>[Br:1][C:2]1[CH:3]=[C:4]([CH:9]([Br:31])[CH3:10])[CH:5]=[CH:6][C:7]=1[F:8]. Procedure details: To a solution of EXAMPLE 412A (1.5 g, 6.8 mmol) and triphenyl phosphine (1.9 g, 7.2 mmol) in dimethylformamide (20 ml) was added bromine (1.1 g, 6.8 mmol) through a syringe. After the addition, the reaction mixture was stirred at room temperature for additional 15 minutes, and partitioned between water (100 ml) and ethyl acetate (200 ml). The organic phase was washed with brine and concentrated. The residue was purified by flash chromatography (2.6% ethyl acetate in hexane) to provide the title ... The reactants are Cc1nc(OCCCC(C)C)c(Br)cc1[N+](=O)[O-], CO, ClCCl, Cl, [Na+], [OH-]. Yields the product Cc1nc(OCCCC(C)C)c(Br)cc1N. Reaction SMILES: [Br:1][c:2]1[c:3]([O:12][CH2:13][CH2:14][CH2:15][CH:16]([CH3:17])[CH3:18])[n:4][c:5]([CH3:11])[c:6]([N+:8]([O-:9])=[O:10])[cH:7]1.[CH3:25][OH:26].[Cl:20][CH2:21][Cl:22].[ClH:19].[Na+:24].[OH-:23]>>[Br:1][c:2]1[c:3]([O:12][CH2:13][CH2:14][CH2:15][CH:16]([CH3:17])[CH3:18])[n:4][c:5]([CH3:11])[c:6]([NH2:8])[cH:7]1. Reactants: [OH-].[Na+] (sodium hydroxide), C(C1=CC=CC=C1)(=O)C1=CC(N(S1)C1=CC=C(C=C1)C)=O (5-Benzoyl-2-p-tolylisothiazol-3-one), O (water). The solvent is C1=CC=CC=C1 (benzene). Run at time 3 day. The product is C1(=CC=C(C=C1)N1SC=CC1=O)C (2-p-Tolylisothiazol-3-one). Yield: 59.4%. RXN SMILES: [OH-].[Na+].C([C:11]1[S:15][N:14]([C:16]2[CH:21]=[CH:20][C:19]([CH3:22])=[CH:18][CH:17]=2)[C:13](=[O:23])[CH:12]=1)(=O)C1C=CC=CC=1.O>C1C=CC=CC=1>[C:19]1([CH3:22])[CH:18]=[CH:17][C:16]([N:14]2[C:13](=[O:23])[CH:12]=[CH:11][S:15]2)=[CH:21][CH:20]=1 |f:0.1|. Procedure details: Aqueous sodium hydroxide (4 mL, 10%) was added to the solution of 5-benzoyl-2-p-tolylisothiazol-3-one 29 (203 mg, 0.678 mmol) in benzene (9 mL), and the mixture was stirred for 3 d at room temperature. The reaction mixture was added water (20 mL) and extracted with ethyl acetate. The combined organic layer was dried (MgSO4), filtered and evaporated. The residue was purified by flash silica gel column chromatography (hexane:ethyl acetate=2:1 to 1:1) and gave the compound 30 (77 mg, 59%). 1H-1-NMR... Reactants: CC12CC(=O)C3C(CCC4CC(O)CCC43C)C1CCC2C(=O)CBr, [Na+], C1CCOC1, [OH-], O, S=c1cccc[nH]1. Yields the product CC12CC(=O)C3C(CCC4CC(O)CCC43C)C1CCC2C(=O)CSc1ccccn1. As a reaction SMILES: [Br:1][CH2:2][C:3]([CH:4]1[CH2:5][CH2:6][CH:7]2[CH:8]3[CH2:9][CH2:10][CH:11]4[CH2:12][CH:13]([OH:24])[CH2:14][CH2:15][C:16]4([CH3:17])[CH:18]3[C:19](=[O:23])[CH2:20][C:21]12[CH3:22])=[O:25].[Na+:40].[O:34]1[CH2:35][CH2:36][CH2:37][CH2:38]1.[OH-:39].[OH2:33].[nH:26]1[c:27](=[S:32])[cH:28][cH:29][cH:30][cH:31]1>>[CH2:2]([C:3]([CH:4]1[CH2:5][CH2:6][CH:7]2[CH:8]3[CH2:9][CH2:10][CH:11]4[CH2:12][CH:13]([OH:24])[CH2:14][CH2:15][C:16]4([CH3:17])[CH:18]3[C:19](=[O:23])[CH2:20][C:21]12[CH3:22])=[O:25])[S:32][c:27]1[n:26][cH:31][cH:30][cH:29][cH:28]1. Starting materials: NC1=C(C=C(C=C1)C1=NN(C2=NC=NC(=C21)N)C2CCN(CC2)C2CCN(CC2)C)OC (3-(4-amino-3-methoxyphenyl)-1-[1-(1-methylpiperidin-4-yl)piperidin-4-yl]-1H-pyrazolo[3,4-d]pyrimidin-4-amine), N1C(=CC2=CC=CC=C12)C(=O)Cl (1H-2-indolecarbonyl chloride), [OH-].[Na+] (Sodium hydroxide), solution, N1C(=CC2=CC=CC=C12)C(=O)Cl (1H-2-indolecarbonyl chloride). Solvent: N1=CC=CC=C1 (pyridine), ClCCl (dichloromethane). Run at temperature -5 celsius, time 20 minute. The product is N1C(=CC2=CC=CC=C12)C(=O)N (1H-2-indolecarboxamide). RXN SMILES: [NH2:1]C1C=CC(C2C3C(=NC=NC=3N)N(C3CCN(C4CCN(C)CC4)CC3)N=2)=CC=1OC.[NH:33]1[C:41]2[C:36](=[CH:37][CH:38]=[CH:39][CH:40]=2)[CH:35]=[C:34]1[C:42](Cl)=[O:43].[OH-].[Na+]>N1C=CC=CC=1.ClCCl>[NH:33]1[C:41]2[C:36](=[CH:37][CH:38]=[CH:39][CH:40]=2)[CH:35]=[C:34]1[C:42]([NH2:1])=[O:43] |f:2.3|. Procedure: A solution of 3-(4-amino-3-methoxyphenyl)-1-[1-(1-methylpiperidin-4-yl)piperidin-4-yl]-1H-pyrazolo[3,4-d]pyrimidin-4-amine (0.500 g, 1.15 mmol) in pyridine (8 mL) at −5° C. was treated with a solution of 1H-2-indolecarbonyl chloride (0.413 g, 2.3 mmol) in dichloromethane (1 mL). The reaction mixture stirred for 20 min at −5° C. The dry ice/acetone bath was removed and the reaction mixture stirred for 18 h under nitrogen atmosphere. 1H-2-indolecarbonyl chloride (0.207 g, 1.15 mmol) was added and ... The reactants are CCO, CO, CCOC(C)=O, NCc1ccccc1, c1ccc2c(-c3ccc(OCC4CO4)cc3)csc2c1. Product: OC(CNCc1ccccc1)COc1ccc(-c2csc3ccccc23)cc1. RXN SMILES: [CH3:29][CH2:30][OH:31].[CH3:32][OH:33].[CH3:34][CH2:35][O:36][C:37](=[O:38])[CH3:39].[NH2:21][CH2:22][c:23]1[cH:24][cH:25][cH:26][cH:27][cH:28]1.[s:1]1[c:2]2[c:3]([c:4](-[c:6]3[cH:7][cH:8][c:9]([O:10][CH2:11][CH:12]4[O:13][CH2:14]4)[cH:15][cH:16]3)[cH:5]1)[cH:17][cH:18][cH:19][cH:20]2>>[s:1]1[c:2]2[c:3]([c:4](-[c:6]3[cH:7][cH:8][c:9]([O:10][CH2:11][CH:12]([OH:13])[CH2:14][NH:21][CH2:22][c:23]4[cH:24][cH:25][cH:26][cH:27][cH:28]4)[cH:15][cH:16]3)[cH:5]1)[cH:17][cH:18][cH:19][cH:20]2.